Dataset: the Open Reaction Database (ORD), a public repository of structured organic reaction records. Task: describe an organic reaction: reactants, conditions, products, and yield The reactants are [Cl-], [Fe], O=c1[nH]c2ccc([N+](=O)[O-])cc2c2ccccc12, [NH4+], CN(C)C=O. Product: Cl, Nc1ccc2[nH]c(=O)c3ccccc3c2c1. RXN SMILES: [Cl-:19].[Fe:26].[N+:1]([O-:2])(=[O:3])[c:4]1[cH:5][c:6]2[c:7]3[cH:8][cH:9][cH:10][cH:11][c:12]3[c:13](=[O:18])[nH:14][c:15]2[cH:16][cH:17]1.[NH4+:20].[O:21]=[CH:22][N:23]([CH3:24])[CH3:25]>>[ClH:19].[NH2:1][c:4]1[cH:5][c:6]2[c:7]3[cH:8][cH:9][cH:10][cH:11][c:12]3[c:13](=[O:18])[nH:14][c:15]2[cH:16][cH:17]1. The reactants are NC=1C(C(=C2N(CCN(C2=O)CC2=CC(=C(C=C2)F)Cl)C1)OCC1=CC=CC=C1)=O (7-amino-9-benzyloxy-2-(3-chloro-4-fluorobenzyl)-3,4-dihydro-2H-pyrido[1,2-a]pyrazine-1,8-dione), CS(=O)(=O)Cl (methanesulfonyl chloride). The product is ClC=1C=C(CN2C(C=3N(CC2)C=C(C(C3O)=O)NS(=O)(=O)C)=O)C=CC1F (N-[2-(3-chloro-4-fluorobenzyl)-9-hydroxy-1,8-dioxo-1,3,4,8-tetrahydro-2H-pyrido[1,2-a]pyrazin-7-yl]methanesulfonamide). Reaction SMILES: [NH2:1][C:2]1[C:3](=[O:30])[C:4]([O:22]CC2C=CC=CC=2)=[C:5]2[C:10](=[O:11])[N:9]([CH2:12][C:13]3[CH:18]=[CH:17][C:16]([F:19])=[C:15]([Cl:20])[CH:14]=3)[CH2:8][CH2:7][N:6]2[CH:21]=1.[CH3:31][S:32](Cl)(=[O:34])=[O:33]>>[Cl:20][C:15]1[CH:14]=[C:13]([CH:18]=[CH:17][C:16]=1[F:19])[CH2:12][N:9]1[CH2:8][CH2:7][N:6]2[CH:21]=[C:2]([NH:1][S:32]([CH3:31])(=[O:34])=[O:33])[C:3](=[O:30])[C:4]([OH:22])=[C:5]2[C:10]1=[O:11]. Procedure: By subjecting 7-amino-9-benzyloxy-2-(3-chloro-4-fluorobenzyl)-3,4-dihydro-2H-pyrido[1,2-a]pyrazine-1,8-dione (29 mg) obtained in Example 349, Step 2 to a reaction operation similar to that in Example 349, Steps 3 and 4 except that methanesulfonyl chloride was used instead of isobutyryl chloride, N-[2-(3-chloro-4-fluorobenzyl)-9-hydroxy-1,8-dioxo-1,3,4,8-tetrahydro-2H-pyrido[1,2-a]pyrazin-7-yl]methanesulfonamide (4.7 mg) was obtained.